The task is: describe an organic reaction: reactants, conditions, products, and yield. This data is from the Open Reaction Database (ORD), a public repository of structured organic reaction records. Reactants: B, [Li]C#CCCCCCC, CCOCC, CCC(C)B(OC(C)C)OC(C)C, Cl. Product: CCCCCCC#CB(OC(C)C)C(C)CC. Reaction SMILES: [B:24].[C:14](#[C:15][CH2:16][CH2:17][CH2:18][CH2:19][CH2:20][CH3:21])[Li:22].[CH2:25]([O:26][CH2:27][CH3:28])[CH3:29].[CH:1]([CH3:2])([CH2:3][CH3:4])[B:5]([O:6][CH:7]([CH3:8])[CH3:9])[O:10][CH:11]([CH3:12])[CH3:13].[ClH:23]>>[CH:1]([CH3:2])([CH2:3][CH3:4])[B:5]([O:10][CH:11]([CH3:12])[CH3:13])[C:14]#[C:15][CH2:16][CH2:17][CH2:18][CH2:19][CH2:20][CH3:21]. Reactants: BrC1=C(C#N)C=CC(=C1)COC(C(F)(F)F)C1=C(N=C(S1)C1=CC=C(C=C1)C(F)(F)F)C (2-Bromo-4-{2,2,2-trifluoro-1-[4-methyl-2-(4-trifluoromethyl-phenyl)-thiazol-5-yl]-ethoxymethyl}-benzonitrile), C1(CCCCC1)P(C1CCCCC1)C1CCCCC1 (Tricyclohexylphosphine), C1(CC1)B(O)O (Cyclopropylboronic acid), O.P(=O)([O-])([O-])[O-].[K+].[K+].[K+] (Tripotassiumphosphate monohydrate). Run in C1(=CC=CC=C1)C (toluene), O (water), C(C)(=O)OCC (ethyl acetate). Run at temperature 10 celsius. Product: C1(CC1)C1=C(C#N)C=CC(=C1)COC(C(F)(F)F)C1=C(N=C(S1)C1=CC=C(C=C1)C(F)(F)F)C (2-Cyclopropyl-4-{2,2,2-trifluoro-1-[4-methyl-2-(4-trifluoromethyl-phenyl)-thiazol-5-yl]-ethoxymethyl}-benzonitrile). Isolated yield 365.3%. As a reaction SMILES: Br[C:2]1[CH:9]=[C:8]([CH2:10][O:11][CH:12]([C:17]2[S:21][C:20]([C:22]3[CH:27]=[CH:26][C:25]([C:28]([F:31])([F:30])[F:29])=[CH:24][CH:23]=3)=[N:19][C:18]=2[CH3:32])[C:13]([F:16])([F:15])[F:14])[CH:7]=[CH:6][C:3]=1[C:4]#[N:5].C1(P([CH:46]2[CH2:51][CH2:50]CCC2)C2CCCCC2)CCCCC1.C1(B(O)O)CC1.O.P([O-])([O-])([O-])=O.[K+].[K+].[K+]>C1(C)C=CC=CC=1.O.C(OCC)(=O)C>[CH:50]1([C:2]2[CH:9]=[C:8]([CH2:10][O:11][CH:12]([C:17]3[S:21][C:20]([C:22]4[CH:27]=[CH:26][C:25]([C:28]([F:31])([F:30])[F:29])=[CH:24][CH:23]=4)=[N:19][C:18]=3[CH3:32])[C:13]([F:16])([F:15])[F:14])[CH:7]=[CH:6][C:3]=2[C:4]#[N:5])[CH2:51][CH2:46]1 |f:3.4.5.6.7|. Procedure details: 147 mg 2-Bromo-4-{2,2,2-trifluoro-1-[4-methyl-2-(4-trifluoromethyl-phenyl)-thiazol-5-yl]-ethoxymethyl}-benzonitrile, 15 mg Tricyclohexylphosphine, 71 mg Cyclopropylboronic acid and 224 mg Tripotassiumphosphate monohydrate were dissolved in a mixture of 2 ml toluene and 0.2 ml water. The reaction mixture was degassed and 62 mg palladium(II) acetate were added and the reaction mixture heated under microwave irradiation at 10° C. for 2.5 hours. The cooled reaction mixture was diluted by addition of... Reactants: COC1=C(C=C(C=C1)C1=NOC(C1)C1=CC(=C(C(=C1)OC)OC)OC)O (2-Methoxy-5-[5-(3,4,5-trimethoxy-phenyl)-4,5-dihydro-isoxazol-3-yl]-phenol), C([O-])([O-])=O.[K+].[K+] (potassium carbonate), BrCCCCCOC1=C(C=C(C=C1)C1NC2=CC=CC=C2C(N1)=O)OC (2-[4-(5-Bromo-pentyloxy)-3-methoxy-phenyl]-2,3-dihydro-1H-quinazolin-4-one), ice. Solvent: CN(C)C=O (DMF), C(C)(=O)OCC.CCCCCC (ethyl acetate hexane). Run at temperature 30 celsius, time 30 hour. Yields the product COC=1C=C(C=CC1OCCCCCOC1=C(C=CC(=C1)C1=NOC(C1)C1=CC(=C(C(=C1)OC)OC)OC)OC)C1NC2=CC=CC=C2C(N1)=O (2-[3-Methoxy-4-(5-{2-methoxy-5-[5-(3,4,5-trimethoxy-phenyl)-4,5-dihydro-isoxazol-3-yl]-phenoxy}-pentyloxy)-phenyl]-2,3-dihydro-1H-quinazolin-4-one). Isolated yield 79.8%. Reaction SMILES: [CH3:1][O:2][C:3]1[CH:8]=[CH:7][C:6]([C:9]2[CH2:13][CH:12]([C:14]3[CH:19]=[C:18]([O:20][CH3:21])[C:17]([O:22][CH3:23])=[C:16]([O:24][CH3:25])[CH:15]=3)[O:11][N:10]=2)=[CH:5][C:4]=1[OH:26].C(=O)([O-])[O-].[K+].[K+].Br[CH2:34][CH2:35][CH2:36][CH2:37][CH2:38][O:39][C:40]1[CH:45]=[CH:44][C:43]([CH:46]2[NH:55][C:54](=[O:56])[C:53]3[C:48](=[CH:49][CH:50]=[CH:51][CH:52]=3)[NH:47]2)=[CH:42][C:41]=1[O:57][CH3:58]>CN(C=O)C.C(OCC)(=O)C.CCCCCC>[CH3:58][O:57][C:41]1[CH:42]=[C:43]([CH:46]2[NH:55][C:54](=[O:56])[C:53]3[C:48](=[CH:49][CH:50]=[CH:51][CH:52]=3)[NH:47]2)[CH:44]=[CH:45][C:40]=1[O:39][CH2:38][CH2:37][CH2:36][CH2:35][CH2:34][O:26][C:4]1[CH:5]=[C:6]([C:9]2[CH2:13][CH:12]([C:14]3[CH:19]=[C:18]([O:20][CH3:21])[C:17]([O:22][CH3:23])=[C:16]([O:24][CH3:25])[CH:15]=3)[O:11][N:10]=2)[CH:7]=[CH:8][C:3]=1[O:2][CH3:1] |f:1.2.3,6.7|. Reported procedure: 2-Methoxy-5-[5-(3,4,5-trimethoxy-phenyl)-4,5-dihydro-isoxazol-3-yl]-phenol (1a) (359.37 mg, 1.0 mmol) in DMF (20 mL) was added anhydrous potassium carbonate (690 mg, 5.0 mmol) and 2-[4-(5-Bromo-pentyloxy)-3-methoxy-phenyl]-2,3-dihydro-1H-quinazolin-4-one (2d) (419.31 mg, 1.0 mmol). The reaction mixture was stirred at a temperature of 30° C. for 30 h and the reaction was monitored by TLC using ethyl acetate-hexane (6:4) as a solvent system. Then to this ice is added and extracted with ethyl aceta...